This data is from the Open Reaction Database (ORD), a public repository of structured organic reaction records. The task is: describe an organic reaction: reactants, conditions, products, and yield Reactants: [F-].C(CCC)[N+](CCCC)(CCCC)CCCC (tetrabutylammonium fluoride), [Si](C)(C)(C(C)(C)C)OC=1C=C2C=CC(=CC2=CC1)C(C(C)C)(O)C=1N=CN(C1)C(C1=CC=CC=C1)(C1=CC=CC=C1)C1=CC=CC=C1 (1-(6-tert-butyldimethylsilyloxy-2-naphthyl)-2-methyl-1-(1-trityl-1H-imidazol-4-yl)-1-propanol). Solvent: C1CCOC1 (THF), C1CCOC1 (THF). Reaction conditions: time 1 hour. The product is OC(C(C)C)(C=1N=CN(C1)C(C1=CC=CC=C1)(C1=CC=CC=C1)C1=CC=CC=C1)C=1C=C2C=CC(=CC2=CC1)O (6-(1-Hydroxy-2-methyl-1-(1-trityl-1H-imidazol-4-yl)propyl)-2-naphthol). Isolated yield 98.5%. As a reaction SMILES: [F-].C([N+](CCCC)(CCCC)CCCC)CCC.[Si]([O:26][C:27]1[CH:28]=[C:29]2[C:34](=[CH:35][CH:36]=1)[CH:33]=[C:32]([C:37]([C:42]1[N:43]=[CH:44][N:45]([C:47]([C:60]3[CH:65]=[CH:64][CH:63]=[CH:62][CH:61]=3)([C:54]3[CH:59]=[CH:58][CH:57]=[CH:56][CH:55]=3)[C:48]3[CH:53]=[CH:52][CH:51]=[CH:50][CH:49]=3)[CH:46]=1)([OH:41])[CH:38]([CH3:40])[CH3:39])[CH:31]=[CH:30]2)(C(C)(C)C)(C)C>C1COCC1>[OH:41][C:37]([C:32]1[CH:33]=[C:34]2[C:29](=[CH:30][CH:31]=1)[CH:28]=[C:27]([OH:26])[CH:36]=[CH:35]2)([C:42]1[N:43]=[CH:44][N:45]([C:47]([C:54]2[CH:59]=[CH:58][CH:57]=[CH:56][CH:55]=2)([C:60]2[CH:65]=[CH:64][CH:63]=[CH:62][CH:61]=2)[C:48]2[CH:53]=[CH:52][CH:51]=[CH:50][CH:49]=2)[CH:46]=1)[CH:38]([CH3:39])[CH3:40] |f:0.1|. Reported procedure: A solution of tetrabutylammonium fluoride in THF (1 M, 100 mL) was added to a solution of 1-(6-tert-butyldimethylsilyloxy-2-naphthyl)-2-methyl-1-(1-trityl-1H-imidazol-4-yl)-1-propanol (35.0 g) in THF (100 ml) at 0° C. and the mixture was stirred at room temperature for 1 h. The solvent was evaporated, and water was added to the residue. The precipitate was filtered, washed with diethyl ether and water to give the titled compound (28.3 g) as a colorless powder.